From a dataset of the Open Reaction Database (ORD), a public repository of structured organic reaction records. describe an organic reaction: reactants, conditions, products, and yield Starting materials: CCOC(=O)CCCCCCCC1(C(=O)OCC)Cc2c(c(OC)c(OC)c(OC)c2OC)C1, CCO, [Na+], [OH-]. The product is CCOC(=O)C1(CCCCCCCC(=O)O)Cc2c(c(OC)c(OC)c(OC)c2OC)C1. As a reaction SMILES: [CH2:1]([CH3:2])[O:3][C:4](=[O:5])[C:6]1([CH2:23][CH2:24][CH2:25][CH2:26][CH2:27][CH2:28][CH2:29][C:30](=[O:31])[O:32][CH2:33][CH3:34])[CH2:7][c:8]2[c:9]([O:21][CH3:22])[c:10]([O:19][CH3:20])[c:11]([O:17][CH3:18])[c:12]([O:15][CH3:16])[c:13]2[CH2:14]1.[CH3:37][CH2:38][OH:39].[Na+:36].[OH-:35]>>[CH2:1]([CH3:2])[O:3][C:4](=[O:5])[C:6]1([CH2:23][CH2:24][CH2:25][CH2:26][CH2:27][CH2:28][CH2:29][C:30](=[O:31])[OH:32])[CH2:7][c:8]2[c:9]([O:21][CH3:22])[c:10]([O:19][CH3:20])[c:11]([O:17][CH3:18])[c:12]([O:15][CH3:16])[c:13]2[CH2:14]1. The reactants are ClC=1C=CC(=NC1)SC1=C(N=C(O1)C1=CC=C(C=C1)F)CO ({5-[(5-chloropyridin-2-yl)sulfanyl]-2-(4-fluorophenyl)-1,3-oxazol-4-yl}methanol), ClC=1C=CC(=NC1)SC1=C(N=C(O1)C1=CC=C(C=C1)F)CO ({5-[(5-chloropyridin-2-yl)sulfanyl]-2-(4-fluorophenyl)-1,3-oxazol-4-yl}methanol), N1N=CC2=CC(=CC=C12)O (1H-indazole-5-ol), C1=CC=C(C=C1)P(C2=CC=CC=C2)C3=CC=CC=C3 (Ph3P), CC(C)OC(=O)/N=N/C(=O)OC(C)C (DIAD). Solvent: C1CCOC1 (THF). Conditions: time 3 hour. Yields the product ClC=1C=CC(=NC1)SC1=C(N=C(O1)C1=CC=C(C=C1)F)COC=1C=C2C=NNC2=CC1 (5-({5-[(5-chloropyridin-2-yl)sulfanyl]-2-(4-fluorophenyl)-1,3-oxazol-4-yl}methoxy)-1H-indazole). Reaction SMILES: [Cl:1][C:2]1[CH:3]=[CH:4][C:5]([S:8][C:9]2[O:13][C:12]([C:14]3[CH:19]=[CH:18][C:17]([F:20])=[CH:16][CH:15]=3)=[N:11][C:10]=2[CH2:21][OH:22])=[N:6][CH:7]=1.[NH:23]1[C:31]2[C:26](=[CH:27][C:28](O)=[CH:29][CH:30]=2)[CH:25]=[N:24]1.C1C=CC(P(C2C=CC=CC=2)C2C=CC=CC=2)=CC=1.CC(OC(/N=N/C(OC(C)C)=O)=O)C>C1COCC1>[Cl:1][C:2]1[CH:3]=[CH:4][C:5]([S:8][C:9]2[O:13][C:12]([C:14]3[CH:19]=[CH:18][C:17]([F:20])=[CH:16][CH:15]=3)=[N:11][C:10]=2[CH2:21][O:22][C:28]2[CH:27]=[C:26]3[C:31](=[CH:30][CH:29]=2)[NH:23][N:24]=[CH:25]3)=[N:6][CH:7]=1. Reported procedure: To a solution of {5-[(5-chloropyridin-2-yl)sulfanyl]-2-(4-fluorophenyl)-1,3-oxazol-4-yl}methanol (intermediate B1.1, 0.12 g, 0.36 mmol) in THF (3 ml) was added 1H-indazole-5-ol (0.1 g, 0.71 mmol), Ph3P (0.19 g, 0.71 mmol) and DIAD (0.14 ml, 0.71 mmol). The reaction was stirred at rt for 3 h, concentrated and purified by flash chromatography (silica, 30-60% EtOAc/hexanes) to give 5-({5-[(5-chloropyridin-2-yl)sulfanyl]-2-(4-fluorophenyl)-1,3-oxazol-4-yl}methoxy)-1H-indazole as white solid. 1H NMR ... Starting materials: ClC=1C=C2C=CC(=CC2=CC1)S(=O)(=O)N1CC(N(CC1)C(=O)C1CCN(CC1)C1=CC=NC=C1)C(=O)OC (4-(6-chloronaphth-2-ylsulphonyl)-2-methoxycarbonyl-1-[1-(4-pyridyl)piperidin-4-ylcarbonyl]piperazine), [OH-].[Na+] (sodium hydroxide), Cl (hydrochloric acid). Run in CO (methanol). The product is C(=O)(O)C1N(CCN(C1)S(=O)(=O)C1=CC2=CC=C(C=C2C=C1)Cl)C(=O)C1CCN(CC1)C1=CC=NC=C1 (2-carboxy-4-(6-chloronaphth-2-ylsulphonyl)-1-[1-(4-pyridyl)piperidin-4-ylcarbonyl]piperazine). The yield is 116.2%. RXN SMILES: [Cl:1][C:2]1[CH:3]=[C:4]2[C:9](=[CH:10][CH:11]=1)[CH:8]=[C:7]([S:12]([N:15]1[CH2:20][CH2:19][N:18]([C:21]([CH:23]3[CH2:28][CH2:27][N:26]([C:29]4[CH:34]=[CH:33][N:32]=[CH:31][CH:30]=4)[CH2:25][CH2:24]3)=[O:22])[CH:17]([C:35]([O:37]C)=[O:36])[CH2:16]1)(=[O:14])=[O:13])[CH:6]=[CH:5]2.[OH-].[Na+].Cl>CO>[C:35]([CH:17]1[CH2:16][N:15]([S:12]([C:7]2[CH:6]=[CH:5][C:4]3[C:9](=[CH:10][CH:11]=[C:2]([Cl:1])[CH:3]=3)[CH:8]=2)(=[O:13])=[O:14])[CH2:20][CH2:19][N:18]1[C:21]([CH:23]1[CH2:28][CH2:27][N:26]([C:29]2[CH:30]=[CH:31][N:32]=[CH:33][CH:34]=2)[CH2:25][CH2:24]1)=[O:22])([OH:37])=[O:36] |f:1.2|. Procedure details: A mixture of 4-(6-chloronaphth-2-ylsulphonyl)-2-methoxycarbonyl-1-[1-(4-pyridyl)piperidin-4-ylcarbonyl]piperazine (0.362 g), 1N aqueous sodium hydroxide solution (1.3 ml) and methanol (5 ml) was stirred and heated to reflux for 30 minutes. The mixture was acidified by the addition of 2N aqueous hydrochloric acid (2 ml) and evaporated. The residue was dried to give 2-carboxy-4-(6-chloronaphth-2-ylsulphonyl)-1-[1-(4-pyridyl)piperidin-4-ylcarbonyl]piperazine (0.41 g); Reactants: CS(=O)(=O)NC(=O)N1C([C@H](C1)NC(=O)OCC1=CC=CC=C1)=O ((S)-N-(Methylsulfonyl)-2-oxo-3-[[(phenylmethoxy)-carbonyl]amino]-1-azetidinecarboxamide), CO (methanol), Cl (hydrochloric acid). Reagents/catalysts: [Pd] (palladium on charcoal). The solvent is O (Water). Yields the product N[C@@H]1C(N(C1)C(=O)NS(=O)(=O)C)=O ((S)-3-Amino-N-(methylsulfonyl)-2-oxo-1-azetidinecarboxamide). Isolated yield 45.8%. Reaction SMILES: [CH3:1][S:2]([NH:5][C:6]([N:8]1[CH2:11][C@H:10]([NH:12]C(OCC2C=CC=CC=2)=O)[C:9]1=[O:23])=[O:7])(=[O:4])=[O:3].CO.Cl>[Pd].O>[NH2:12][C@H:10]1[CH2:11][N:8]([C:6]([NH:5][S:2]([CH3:1])(=[O:3])=[O:4])=[O:7])[C:9]1=[O:23]. Procedure details: (S)-N-(Methylsulfonyl)-2-oxo-3-[[(phenylmethoxy)carbonyl]amino]-1-azetidinecarboxamide (2.20 g; see example 5) was stirred with 90 ml of methanol under nitrogen at 40° to 45° C. until solution occurs. The solutions was quickly cooled to room temperature and hydrogenated at one atmosphere in the presence of 1.1 g of 10% palladium on charcoal for twenty minutes. Water (20 ml) was added, and the pH was adjusted to 2.0 (1N hydrochloric acid). The product, which was absorbed on the catalyst, was coll... Starting materials: C1C=C(C2=CC=CC=C12)C#N (1H-indene-3-carbonitrile). The reagents and catalysts are [Pd] (Pd on carbon). Solvent: CCO (EtOH). Reaction conditions: time 8 hour. Yields the product C1(CCC2=CC=CC=C12)C#N (1-indanecarbonitrile). Isolated yield 95.0%. Reaction SMILES: [CH2:1]1[C:9]2[C:4](=[CH:5][CH:6]=[CH:7][CH:8]=2)[C:3]([C:10]#[N:11])=[CH:2]1>CCO.[Pd]>[CH:3]1([C:10]#[N:11])[C:4]2[C:9](=[CH:8][CH:7]=[CH:6][CH:5]=2)[CH2:1][CH2:2]1. Procedure: A suspension of 5% Pd on carbon in a solution of 1H-indene-3-carbonitrile in EtOH (200 ml) was placed under an atmosphere of hydrogen with vigorous stirring overnight. After removal of excess hydrogen from the reaction the solution as filtered through celite and concentrated to an oil. The resulting oil was re-dissolved in EtOH and filtered a second time to remove the remaining carbon and catalyst. Evaporation of solvent afforded 12.0108 g of 1-indanecarbonitrile (95% yield) as an oil. The reactants are CO (methanol), COCC1CCC(O1)C=1CS[C@H]2N(C1C(=O)OCC1=CC=C(C=C1)OC)C([C@H]2NC(COC2=CC=CC=C2)=O)=O (4-methoxybenzyl (6R,7R)-3-[(2RS,5SR)-5-methoxymethyltetrahydrofuran-2-yl]-7-phenoxyacetamidoceph-3-em-4-carboxylate), CN1CCOCC1 (N-methylmorpholine), P(Cl)(Cl)(Cl)(Cl)Cl (phosphorus pentachloride), solution. Solvent: O (Water), ClCCl (dichloromethane), ClCCl (dichloromethane). Run at time 0.5 hour. Yields the product N[C@H]1[C@@H]2N(C(=C(CS2)[C@]2(O[C@H](CC2)OC)C)C(=O)OCC2=CC=C(C=C2)OC)C1=O (4-methoxybenzyl (6R,7R)-7-amino-3-[(2S,5R)-5-methoxy-methyltetrahydrofuran-2-yl]ceph-3-em-4-carboxylate). Reaction SMILES: COC[CH:4]1[O:8][CH:7]([C:9]2[CH2:10][S:11][C@@H:12]3[C@H:28]([NH:29]C(=O)COC4C=CC=CC=4)[C:27](=[O:40])[N:13]3[C:14]=2[C:15]([O:17][CH2:18][C:19]2[CH:24]=[CH:23][C:22]([O:25][CH3:26])=[CH:21][CH:20]=2)=[O:16])[CH2:6][CH2:5]1.CN1CC[O:45][CH2:44]C1.P(Cl)(Cl)(Cl)(Cl)Cl.[CH3:54]O>ClCCl.O>[NH2:29][C@@H:28]1[C:27](=[O:40])[N:13]2[C:14]([C:15]([O:17][CH2:18][C:19]3[CH:20]=[CH:21][C:22]([O:25][CH3:26])=[CH:23][CH:24]=3)=[O:16])=[C:9]([C@:7]3([CH3:54])[CH2:6][CH2:5][C@H:4]([O:45][CH3:44])[O:8]3)[CH2:10][S:11][C@H:12]12. Reported procedure: A solution of 4-methoxybenzyl (6R,7R)-3-[(2RS,5SR)-5-methoxymethyltetrahydrofuran-2-yl]-7-phenoxyacetamidoceph-3-em-4-carboxylate (1.93 g) in dichloromethane (25 ml) was cooled to -15 to -20° C., N-methylmorpholine (0.75 ml) was added followed by a solution of phosphorus pentachloride in dichloromethane (26.5 ml of a solution containing 40 mg.ml-1). The mixture was stirred at the same temperature for 0.5 h and then methanol (6.8 ml) was added and the mixture stirred at room temperature for 0.5 h... The reactants are OC(C(=O)OCC)C(C)=O (Ethyl 2-hydroxy-3-oxobutyrate), ClC1=CC=C(CCl)C=C1 (4-chlorobenzyl chloride), C([O-])([O-])=O.[K+].[K+] (potassium carbonate), CN(C=O)C (N,N-dimethylformamide). Run in C(C)(=O)OCC (ethyl acetate). The product is ClC1=CC=C(CON=C(C(=O)OCC)C(C)=O)C=C1 (ethyl 2-(4-chlorobenzyloxyimino)-3-oxobutyrate). RXN SMILES: O[CH:2]([C:8](=[O:10])[CH3:9])[C:3]([O:5][CH2:6][CH3:7])=[O:4].[Cl:11][C:12]1[CH:19]=[CH:18][C:15](CCl)=[CH:14][CH:13]=1.[C:20](=[O:23])([O-])[O-].[K+].[K+].C[N:27](C)C=O>C(OCC)(=O)C>[Cl:11][C:12]1[CH:19]=[CH:18][C:15]([CH2:20][O:23][N:27]=[C:2]([C:8](=[O:10])[CH3:9])[C:3]([O:5][CH2:6][CH3:7])=[O:4])=[CH:14][CH:13]=1 |f:2.3.4|. Reported procedure: Ethyl 2-hydroxy-3-oxobutyrate (syn isomer, 74.12 g.), 4-chlorobenzyl chloride (50.0 g.), potassium carbonate (64.4 g.), N,N-dimethylformamide (50 ml.), and ethyl acetate (50 ml.) were treated in a similar manner to that of Example A-(1) to give ethyl 2-(4-chlorobenzyloxyimino)-3-oxobutyrate (syn isomer, 75.93 g.). Starting materials: ClC1=C(SC(=C1C(=O)OCC)C)C(=O)O (3-chloro-4-(ethoxycarbonyl)-5-methylthiophene-2-carboxylic acid), Cl (HCl). Solvent: CC(=O)O (AcOH). Conditions: temperature 55 celsius. The product is ClC=1C(=C(SC1)C)C(=O)OCC (ethyl 4-chloro-2-methylthiophene-3-carboxylate). Reaction SMILES: [Cl:1][C:2]1[C:6]([C:7]([O:9][CH2:10][CH3:11])=[O:8])=[C:5]([CH3:12])[S:4][C:3]=1C(O)=O.Cl>CC(O)=O>[Cl:1][C:2]1[C:6]([C:7]([O:9][CH2:10][CH3:11])=[O:8])=[C:5]([CH3:12])[S:4][CH:3]=1. Procedure: To a stirred solution of 3-chloro-4-(ethoxycarbonyl)-5-methylthiophene-2-carboxylic acid (F-5) (7.79 g, 31.3 mmol, 1.0 eq) in AcOH (150 mL) at RT, HgO (7.46 g, 34.4 mmol, 1.1 eq) is added and the resulting mixture is stirred at reflux for 1 h. The reaction mixture is cooled to 50-60° C. and then aqueous HCl (750 mL, 2.4 M, 1.8 mol) is added. The resulting mixture is stirred at reflux for an additional 1 h. The mixture is allowed to cool to RT and extracted with methyl tert-butyl ether (3×200 mL)... Starting materials: CCOC(=O)c1c(Cl)c2cc(-c3ccc(C(F)(F)F)cn3)ccc2n1-c1ccc(OC(C)C)cc1, Cl, [Na+], C1COCCO1, [OH-], O. The product is CC(C)Oc1ccc(-n2c(C(=O)O)c(Cl)c3cc(-c4ccc(C(F)(F)F)cn4)ccc32)cc1. As a reaction SMILES: [CH2:1]([CH3:2])[O:3][C:4](=[O:5])[c:6]1[n:7](-[c:26]2[cH:27][cH:28][c:29]([O:32][CH:33]([CH3:34])[CH3:35])[cH:30][cH:31]2)[c:8]2[cH:9][cH:10][c:11](-[c:16]3[n:17][cH:18][c:19]([C:22]([F:23])([F:24])[F:25])[cH:20][cH:21]3)[cH:12][c:13]2[c:14]1[Cl:15].[ClH:38].[Na+:37].[O:39]1[CH2:40][CH2:41][O:42][CH2:43][CH2:44]1.[OH-:36].[OH2:45]>>[O:3]=[C:4]([OH:5])[c:6]1[n:7](-[c:26]2[cH:27][cH:28][c:29]([O:32][CH:33]([CH3:34])[CH3:35])[cH:30][cH:31]2)[c:8]2[cH:9][cH:10][c:11](-[c:16]3[n:17][cH:18][c:19]([C:22]([F:23])([F:24])[F:25])[cH:20][cH:21]3)[cH:12][c:13]2[c:14]1[Cl:15].